Task: describe an organic reaction: reactants, conditions, products, and yield. Dataset: the Open Reaction Database (ORD), a public repository of structured organic reaction records The yield is 7.0%. Starting materials: C1(=CC=CC=C1)CNC(=O)C(C(=O)OCC)C(=O)OCC (Diethyl {[(phenylmethyl)amino]carbonyl}propanedioate), [H-].[Na+] (sodium hydride), OC1=C(C(N(C(N1C1=C(C=CC=C1)[N+](=O)[O-])=O)CC1=CC=CC=C1)=O)C(=O)OCC (Ethyl 6-hydroxy-1-(2-nitrophenyl)-2,4-dioxo-3-(phenylmethyl)-1,2,3,4-tetrahydro-5-pyrimidinecarboxylate), [N+](=O)([O-])C1=C(C=CC=C1)N=C=O (2-Nitrophenyl isocyanate). Product: OC1=C(C(N(C(N1C1=C(C=CC=C1)[N+](=O)[O-])=O)CC1=CC=CC=C1)=O)C(=O)NCC(=O)O (N-{[6-Hydroxy-1-(2-nitrophenyl)-2,4-dioxo-3-(phenylmethyl)-1,2,3,4-tetrahydro-5-pyrimidinyl]carbonyl}glycine). Reaction SMILES: [OH:1][C:2]1[N:7]([C:8]2[CH:13]=[CH:12][CH:11]=[CH:10][C:9]=2[N+:14]([O-:16])=[O:15])[C:6](=[O:17])[N:5]([CH2:18][C:19]2[CH:24]=[CH:23][CH:22]=[CH:21][CH:20]=2)[C:4](=[O:25])[C:3]=1[C:26](OCC)=[O:27].C1(CNC([CH:41](C(OCC)=O)[C:42]([O:44]CC)=[O:43])=O)C=CC=CC=1.[H-].[Na+].[N+:54](C1C=CC=CC=1N=C=O)([O-])=O>O1CCOCC1.ClCCl>[OH:1][C:2]1[N:7]([C:8]2[CH:13]=[CH:12][CH:11]=[CH:10][C:9]=2[N+:14]([O-:16])=[O:15])[C:6](=[O:17])[N:5]([CH2:18][C:19]2[CH:24]=[CH:23][CH:22]=[CH:21][CH:20]=2)[C:4](=[O:25])[C:3]=1[C:26]([NH:54][CH2:41][C:42]([OH:44])=[O:43])=[O:27] |f:2.3|. Solvent: O1CCOCC1 (dioxan), ClCCl (dichloromethane). Procedure: Ethyl 6-hydroxy-1-(2-nitrophenyl)-2,4-dioxo-3-(phenylmethyl)-1,2,3,4-tetrahydro-5-pyrimidinecarboxylate. Diethyl {[(phenylmethyl)amino]carbonyl}propanedioate (420 mg, 1.43 mmoles) was added to a suspension of sodium hydride (60% suspension in mineral oil, 220 mg, 5.5 mmoles) in dry dioxan (10 mL) and stirred for 10 minutes under argon. 2-Nitrophenyl isocyanate (360 mg, 2.20 mmoles) was added and the mixture sealed in a pressure flask heated in a microwave reactor at 110° C. for 1 hour. The mixtu... Run at temperature 110 celsius, time 10 minute. Starting materials: C(C1=CC=CC=C1)(=O)N1[C@@H](C[C@H](C1)OCC1=CC=CC=C1)C=1N(C(C(=C(N1)C(=O)OC)OC(C1=CC=CC=C1)=O)=O)C (Methyl 2-[(2S,4R)-1-benzoyl-4-(benzyloxy)pyrrolidin-2-yl]-5-(benzoyloxy)-1-methyl-6-oxo-1,6-dihydropyrimidine-4-carboxylate), FC1=CC=C(CN)C=C1 (4-fluorobenzylamine). Solvent: CO (methanol). Product: C(C1=CC=CC=C1)(=O)N1[C@@H](C[C@H](C1)OCC1=CC=CC=C1)C=1N(C(C(=C(N1)C(=O)NCC1=CC=C(C=C1)F)O)=O)C (2-[(2S,4R)-1-benzoyl-4-(benzyloxy)pyrrolidin-2-yl]-N-(4-fluorobenzyl)-5-hydroxy-1-methyl-6-oxo-1,6-dihydropyrimidine-4-carboxamide). RXN SMILES: [C:1]([N:9]1[CH2:13][C@H:12]([O:14][CH2:15][C:16]2[CH:21]=[CH:20][CH:19]=[CH:18][CH:17]=2)[CH2:11][C@H:10]1[C:22]1[N:23]([CH3:42])[C:24](=[O:41])[C:25]([O:32]C(=O)C2C=CC=CC=2)=[C:26]([C:28]([O:30]C)=O)[N:27]=1)(=[O:8])[C:2]1[CH:7]=[CH:6][CH:5]=[CH:4][CH:3]=1.[F:43][C:44]1[CH:51]=[CH:50][C:47]([CH2:48][NH2:49])=[CH:46][CH:45]=1>CO>[C:1]([N:9]1[CH2:13][C@H:12]([O:14][CH2:15][C:16]2[CH:21]=[CH:20][CH:19]=[CH:18][CH:17]=2)[CH2:11][C@H:10]1[C:22]1[N:23]([CH3:42])[C:24](=[O:41])[C:25]([OH:32])=[C:26]([C:28]([NH:49][CH2:48][C:47]2[CH:50]=[CH:51][C:44]([F:43])=[CH:45][CH:46]=2)=[O:30])[N:27]=1)(=[O:8])[C:2]1[CH:7]=[CH:6][CH:5]=[CH:4][CH:3]=1. Procedure details: The compound of Step 1 was dissolved in methanol and 4-fluorobenzylamine (5 eq.) was added. The mixture was refluxed overnight. After cooling, the reaction mixture was filtered and washed with ethyl ether to obtain the title product as a white solid. The reactants are C([O-])([O-])=O.[K+].[K+] (potassium carbonate), OC1=CC=C(C=2C(C3=CC=CC=C3C(C12)=O)=O)O (1,4-dihydroxyanthracene-9,10-dione), BrCCCCCCCC (1-bromooctane), C([O-])([O-])=O.[K+].[K+] (potassium carbonate). Run in CN(C=O)C (N,N-dimethylformamide). Yields the product C(CCCCCCC)OC1=CC=C(C=2C(C3=CC=CC=C3C(C12)=O)=O)OCCCCCCCC (1,4-bis(octyloxy)anthracene-9,10-dione). The yield is 37.7%. Reaction SMILES: [OH:1][C:2]1[C:15]2[C:14](=[O:16])[C:13]3[C:8](=[CH:9][CH:10]=[CH:11][CH:12]=3)[C:7](=[O:17])[C:6]=2[C:5](O)=[CH:4][CH:3]=1.Br[CH2:20][CH2:21][CH2:22][CH2:23][CH2:24][CH2:25][CH2:26][CH3:27].[C:28](=[O:31])([O-])[O-].[K+].[K+]>CN(C)C=O>[CH2:20]([O:1][C:2]1[C:15]2[C:14](=[O:16])[C:13]3[C:8](=[CH:9][CH:10]=[CH:11][CH:12]=3)[C:7](=[O:17])[C:6]=2[C:5]([O:31][CH2:28][CH2:14][CH2:15][CH2:2][CH2:3][CH2:4][CH2:5][CH3:6])=[CH:4][CH:3]=1)[CH2:21][CH2:22][CH2:23][CH2:24][CH2:25][CH2:26][CH3:27] |f:2.3.4|. Reported procedure: 1,4-dihydroxyanthracene-9,10-dione (5.0 g, 20.6 mmol), 1-bromooctane (10.0 g, 51.8 mmol), and potassium carbonate (37 g, 0.268 mol) was mixed in N,N-dimethylformamide and heated at 90° C. for 7 h after which the potassium carbonate was filtered off. The reaction mixture was quenched with water and extracted three times with ether. The ether was then washed three times with 1M HCl, one time with water, and evaporated to give a dark yellow solid. This solid was recrystallised in methanol to yield ...